From a dataset of the Open Reaction Database (ORD), a public repository of structured organic reaction records. describe an organic reaction: reactants, conditions, products, and yield Reactants: FC1=CC=C(C=C1)C=1OC=C(N1)C(CCN(C)C)CN (3-(2-(4-fluorophenyl)oxazol-4-yl)-N1,N1-dimethylbutane-1,4-diamine), FC(C1=NC(=NO1)C=1C=C(C(=O)O)C=CC1)(F)F (3-(5-(trifluoromethyl)-1,2,4-oxadiazol-3-yl)benzoic acid). Yields the product CN(CCC(CNC(C1=CC(=CC=C1)C1=NOC(=N1)C(F)(F)F)=O)C=1N=C(OC1)C1=CC=C(C=C1)F)C (N-(4-(Dimethylamino)-2-(2-(4-fluorophenyl)oxazol-4-yl)butyl)-3-(5-(trifluoromethyl)-1,2,4-oxadiazol-3-yl)benzamide). Yield: 10.0%. Reaction SMILES: [F:1][C:2]1[CH:7]=[CH:6][C:5]([C:8]2[O:9][CH:10]=[C:11]([CH:13]([CH2:19][NH2:20])[CH2:14][CH2:15][N:16]([CH3:18])[CH3:17])[N:12]=2)=[CH:4][CH:3]=1.[F:21][C:22]([F:38])([F:37])[C:23]1[O:27][N:26]=[C:25]([C:28]2[CH:29]=[C:30]([CH:34]=[CH:35][CH:36]=2)[C:31](O)=[O:32])[N:24]=1>>[CH3:17][N:16]([CH3:18])[CH2:15][CH2:14][CH:13]([C:11]1[N:12]=[C:8]([C:5]2[CH:4]=[CH:3][C:2]([F:1])=[CH:7][CH:6]=2)[O:9][CH:10]=1)[CH2:19][NH:20][C:31](=[O:32])[C:30]1[CH:34]=[CH:35][CH:36]=[C:28]([C:25]2[N:24]=[C:23]([C:22]([F:38])([F:37])[F:21])[O:27][N:26]=2)[CH:29]=1. Procedure: This compound was synthesized from 3-(2-(4-fluorophenyl)oxazol-4-yl)-N1,N1-dimethylbutane-1,4-diamine and 3-(5-(trifluoromethyl)-1,2,4-oxadiazol-3-yl)benzoic acid as described in example 8 step 6 (17 mg, yield 10%). 1H NMR (400 MHz, MeOD) δ 8.55-8.54 (t, J=1.5 Hz, 1H), 8.30-8.27 (m, 1H), 8.08-8.02 (m, 3H), 7.82 (s, 1H), 7.71-7.67 (t, J=7.8 Hz, 1H), 7.26-7.21 (t, J=8.9 Hz, 2H), 3.76-3.65 (m, 2H), 3.16-3.10 (m, 1H), 2.53-2.40 (m, 2H), 2.30 (m, 6H), 2.04-1.98 (m, 2H). MS (ESI) m/z: Calculated for C...